From a dataset of the Open Reaction Database (ORD), a public repository of structured organic reaction records. describe an organic reaction: reactants, conditions, products, and yield Starting materials: NC1=NC2=CC(=C(C=C2N=C1)Cl)Cl (2-amino-6,7-dichloro-quinoxaline), BrCC(C(=O)OCC)=O (ethyl bromopyruvate). Run in O1CCCC1 (tetrahydrofuran). The product is [Br-].C(=O)(OCC)C(=O)C[N+]1=C(C=NC2=CC(=C(C=C12)Cl)Cl)N (1-carbethoxycarbonylmethyl-2-amino-6,7-dichloro-quinoxalinium bromide). Yield: 26.2%. As a reaction SMILES: [NH2:1][C:2]1[CH:11]=[N:10][C:9]2[C:4](=[CH:5][C:6]([Cl:13])=[C:7]([Cl:12])[CH:8]=2)[N:3]=1.[Br:14][CH2:15][C:16](=[O:22])[C:17]([O:19][CH2:20][CH3:21])=[O:18]>O1CCCC1>[Br-:14].[C:17]([C:16]([CH2:15][N+:3]1[C:4]2[C:9](=[CH:8][C:7]([Cl:12])=[C:6]([Cl:13])[CH:5]=2)[N:10]=[CH:11][C:2]=1[NH2:1])=[O:22])([O:19][CH2:20][CH3:21])=[O:18] |f:3.4|. Procedure: A solution of 0.2 g of the product of Step A, 0.2 g of ethyl bromopyruvate and 15 ml of anhydrous tetrahydrofuran was stirred at room temperature for 24 hours and was filtered to obtain 0.1 g of 1-carbethoxycarbonylmethyl-2-amino-6,7-dichloro-quinoxalinium bromide as a pale yellow crystalline solid. The filtrate was allowed to stand for several days and was then filtered to obtain 0.065 g of the said compound as a yellowish brown solid for a total yield of 0.165 g. Starting materials: CC=1C(=NC=CC1OCC(F)(F)F)CSC1=NC2=C(N1)C=C(C(=C2)N2C=NC=C2)F (2-[[3-methyl-4-(2,2,2-trifluoroethoxy)pyridin-2-yl]methylthio]-6-fluoro-5-(imidazol-1-yl)-1H-benzimidazole), ClC1=CC(=CC=C1)C(=O)OO (m-chloroperbenzoic acid), [K+].[Br-] (KBr). Solvent: ClCCl (dichloromethane). Yields the product CC=1C(=NC=CC1OCC(F)(F)F)CS(=O)C1=NC2=C(N1)C=C(C(=C2)N2C=NC=C2)F (2-[[3-Methyl-4-(2,2,2-trifluoroethoxy)pyridin-2-yl]methylsulfinyl]-6-fluoro-5-(imidazol-1-yl)-1H-benzimidazole). Yield: 46.4%. Reaction SMILES: [CH3:1][C:2]1[C:3]([CH2:14][S:15][C:16]2[NH:20][C:19]3[CH:21]=[C:22]([F:30])[C:23]([N:25]4[CH:29]=[CH:28][N:27]=[CH:26]4)=[CH:24][C:18]=3[N:17]=2)=[N:4][CH:5]=[CH:6][C:7]=1[O:8][CH2:9][C:10]([F:13])([F:12])[F:11].ClC1C=CC=C(C(OO)=[O:39])C=1.[K+].[Br-]>ClCCl>[CH3:1][C:2]1[C:3]([CH2:14][S:15]([C:16]2[NH:20][C:19]3[CH:21]=[C:22]([F:30])[C:23]([N:25]4[CH:29]=[CH:28][N:27]=[CH:26]4)=[CH:24][C:18]=3[N:17]=2)=[O:39])=[N:4][CH:5]=[CH:6][C:7]=1[O:8][CH2:9][C:10]([F:11])([F:12])[F:13] |f:2.3|. Reported procedure: The title compound (0.24 g, 45%) was prepared by the above general procedure using 2-[[3-methyl-4-(2,2,2-trifluoroethoxy)pyridin-2-yl]methylthio]-6-fluoro-5-(imidazol-1-yl)-1H-benzimidazole (0.5 g, 1.14 mmol) (obtained in example 2), m-chloroperbenzoic acid (50%, 0.47 g, 1.4 mmol) and dichloromethane (10 mL). mp 234-235° C.; IR (KBr) 3449, 1049 cm- 1; 1H NMR (CD3OD+CDCl3) δ 2.28 (s, 3H, CH3), 4.42 (q,J=6.3 Hz, 2H, OCH2CF3), 4.74 (ABq, J=9.6 Hz, Δv=6.2 Hz, 2H, SOCH2), 6.74 (d,J=5.6 Hz, 1H), 7.20 ... Reactants: CC(C)c1cc(C#N)cc2nc(-c3ccc(C(=O)NCC4CCN(C(=O)OCc5ccccc5)CC4)cc3)oc12, CO, C1CCOC1. Yields the product CC(C)c1cc(C#N)cc2nc(-c3ccc(C(=O)NCC4CCNCC4)cc3)oc12. Reaction SMILES: [C:1](#[N:2])[c:3]1[cH:4][c:5]([CH:38]([CH3:39])[CH3:40])[c:6]2[c:7]([n:8][c:9](-[c:11]3[cH:12][cH:13][c:14]([C:15](=[O:16])[NH:17][CH2:18][CH:19]4[CH2:20][CH2:21][N:22]([C:25]([O:26][CH2:27][c:28]5[cH:29][cH:30][cH:31][cH:32][cH:33]5)=[O:34])[CH2:23][CH2:24]4)[cH:35][cH:36]3)[o:10]2)[cH:37]1.[CH3:41][OH:42].[O:43]1[CH2:44][CH2:45][CH2:46][CH2:47]1>>[C:1](#[N:2])[c:3]1[cH:4][c:5]([CH:38]([CH3:39])[CH3:40])[c:6]2[c:7]([n:8][c:9](-[c:11]3[cH:12][cH:13][c:14]([C:15](=[O:16])[NH:17][CH2:18][CH:19]4[CH2:20][CH2:21][NH:22][CH2:23][CH2:24]4)[cH:35][cH:36]3)[o:10]2)[cH:37]1. Starting materials: CS(=O)(=O)c1cccc(-c2ccc3c(N4CCOCC4)nc(-c4ccc(N)nc4)nc3c2)c1, O=C(Cl)OCC(Cl)(Cl)Cl, ClCCl. Yields the product CS(=O)(=O)c1cccc(-c2ccc3c(N4CCOCC4)nc(-c4ccc(NC(=O)OCC(Cl)(Cl)Cl)nc4)nc3c2)c1. RXN SMILES: [CH3:1][S:2](=[O:3])(=[O:4])[c:5]1[cH:6][c:7](-[c:11]2[cH:12][cH:13][c:14]3[c:15]([N:28]4[CH2:29][CH2:30][O:31][CH2:32][CH2:33]4)[n:16][c:17](-[c:21]4[cH:22][cH:23][c:24]([NH2:27])[n:25][cH:26]4)[n:18][c:19]3[cH:20]2)[cH:8][cH:9][cH:10]1.[Cl:34][C:35]([CH2:36][O:37][C:38](=[O:39])[Cl:40])([Cl:41])[Cl:42].[Cl:43][CH2:44][Cl:45]>>[CH3:1][S:2](=[O:3])(=[O:4])[c:5]1[cH:6][c:7](-[c:11]2[cH:12][cH:13][c:14]3[c:15]([N:28]4[CH2:29][CH2:30][O:31][CH2:32][CH2:33]4)[n:16][c:17](-[c:21]4[cH:22][cH:23][c:24]([NH:27][C:38]([O:37][CH2:36][C:35]([Cl:34])([Cl:41])[Cl:42])=[O:39])[n:25][cH:26]4)[n:18][c:19]3[cH:20]2)[cH:8][cH:9][cH:10]1.